From a dataset of the Open Reaction Database (ORD), a public repository of structured organic reaction records. describe an organic reaction: reactants, conditions, products, and yield Reactants: Clc1nccc(Oc2ccc(OCc3ccccc3)cc2)n1, CN, CS(C)=O. Product: CNc1nccc(Oc2ccc(OCc3ccccc3)cc2)n1. As a reaction SMILES: [CH2:1]([c:2]1[cH:3][cH:4][cH:5][cH:6][cH:7]1)[O:8][c:9]1[cH:10][cH:11][c:12]([O:13][c:14]2[n:15][c:16]([Cl:20])[n:17][cH:18][cH:19]2)[cH:21][cH:22]1.[CH3:23][NH2:24].[CH3:25][S:26]([CH3:27])=[O:28]>>[CH2:1]([c:2]1[cH:3][cH:4][cH:5][cH:6][cH:7]1)[O:8][c:9]1[cH:10][cH:11][c:12]([O:13][c:14]2[n:15][c:16]([NH:24][CH3:23])[n:17][cH:18][cH:19]2)[cH:21][cH:22]1. The reactants are COC(CC(OC)OC)OC (1,1,3,3-tetramethoxypropane), CNC(=O)NC (1,3-dimethylurea), S(O)(O)(=O)=O (sulfuric acid). Solvent: CO (methanol). Product: S(=O)(=O)([O-])[O-].C[N+]=1C(N(C=CC1)C)=O.C[N+]=1C(N(C=CC1)C)=O (1,3-dimethyl-2,3-dihydro-2-oxopyrimidinium Sulfate). Yield: 76.6%. RXN SMILES: CO[CH:3](OC)[CH2:4][CH:5](OC)OC.[CH3:12][NH:13][C:14]([NH:16][CH3:17])=[O:15].[S:18](=[O:22])(=[O:21])([OH:20])[OH:19]>CO>[S:18]([O-:22])([O-:21])(=[O:20])=[O:19].[CH3:12][N+:13]1[C:14](=[O:15])[N:16]([CH3:17])[CH:5]=[CH:4][CH:3]=1.[CH3:12][N+:13]1[C:14](=[O:15])[N:16]([CH3:17])[CH:5]=[CH:4][CH:3]=1 |f:4.5.6|. Procedure: 82.1 g (0.5 mol) of 1,1,3,3-tetramethoxypropane and 39.7 g (0.45 mol) of 1,3-dimethylurea were dissolved in 400 ml of methanol, 49.0 g (0.5 mol) of concentrated sulfuric acid was added dropwise thereto at room temperature, and the mixture was allowed to undergo the reaction at 50° C. for 30 minutes. After completion of the reaction, this was cooled to room temperature, and the precipitated crystals were collected by filtration to obtain 59.7 g (yield 69%) of the title compound (purity 99.8%, mel... Product: Cn1nnnc1CC(c1ccccc1)c1ccccc1. RXN SMILES: [CH3:1][n:2]1[n:3][n:4][n:5][c:6]1[CH2:7][C:8]([OH:9])([c:10]1[cH:11][cH:12][cH:13][cH:14][cH:15]1)[c:16]1[cH:17][cH:18][cH:19][cH:20][cH:21]1.[Cl:28][CH:29]([Cl:30])[Cl:31].[K+:27].[S:22](=[O:23])(=[O:24])([OH:25])[O-:26]>>[CH3:1][n:2]1[n:3][n:4][n:5][c:6]1[CH2:7][CH:8]([c:10]1[cH:11][cH:12][cH:13][cH:14][cH:15]1)[c:16]1[cH:17][cH:18][cH:19][cH:20][cH:21]1. The reactants are Cn1nnnc1CC(O)(c1ccccc1)c1ccccc1, ClC(Cl)Cl, [K+], O=S(=O)([O-])O. Starting materials: C(C)N(C(C)C)C(C)C (N-ethyl-N-isopropylpropan-2-amine), crude material, Cl.O1C(=CC=C1)C(=N)N1CCNCC1 (furan-2-yl(piperazin-1-yl)methanimine hydrochloride), CS(=O)(=O)C1=NC=CC(=N1)\C=C/1\C(NC(S1)=O)=O ((Z)-5-((2-(methylsulfonyl)pyrimidin-4-yl)methylene)thiazolidine-2,4-dione). The solvent is CS(=O)C (DMSO). Run at temperature 100 celsius, time 16 hour. The product is O1C(=CC=C1)C(N1CCN(CC1)C1=NC=CC(=N1)\C=C/1\C(NC(S1)=O)=O)=N ((Z)-5-((2-(4-(furan-2-yl(imino)methyl)piperazin-1-yl)pyrimidin-4-yl)methylene)thiazolidine-2,4-dione). Reaction SMILES: Cl.[O:2]1[CH:6]=[CH:5][CH:4]=[C:3]1[C:7]([N:9]1[CH2:14][CH2:13][NH:12][CH2:11][CH2:10]1)=[NH:8].CS([C:19]1[N:24]=[C:23](/[CH:25]=[C:26]2/[C:27](=[O:32])[NH:28][C:29](=[O:31])[S:30]/2)[CH:22]=[CH:21][N:20]=1)(=O)=O.C(N(C(C)C)C(C)C)C>CS(C)=O>[O:2]1[CH:6]=[CH:5][CH:4]=[C:3]1[C:7](=[NH:8])[N:9]1[CH2:10][CH2:11][N:12]([C:19]2[N:24]=[C:23](/[CH:25]=[C:26]3/[C:27](=[O:32])[NH:28][C:29](=[O:31])[S:30]/3)[CH:22]=[CH:21][N:20]=2)[CH2:13][CH2:14]1 |f:0.1|. Procedure details: The crude material from Step 2, furan-2-yl(piperazin-1-yl)methanimine hydrochloride (16.3 mg, 0.076 mmol) was diluted in DMSO (Volume: 0.75 mL) and added to (Z)-5-((2-(methylsulfonyl)pyrimidin-4-yl)methylene)thiazolidine-2,4-dione (19.4 mg, 0.068 mmol) in a 2-dram vial. The reaction solution was then treated with N-ethyl-N-isopropylpropan-2-amine (50 mg, 0.387 mmol) and then shaken at 100° C. for 16 h. The reaction was then purified by RP-HPLC using TFA as the modifier to provide (Z)-5-((2-(4-(f... Reactants: COC(=O)c1cccc(-c2c(C)nn(-c3ccc(CCOS(C)(=O)=O)cc3)c2C)c1, CN(C)C=O, [N-]=[N+]=[N-], [Na+], O. Yields the product COC(=O)c1cccc(-c2c(C)nn(-c3ccc(CCN=[N+]=[N-])cc3)c2C)c1. Reaction SMILES: [CH3:1][c:2]1[n:3][n:4](-[c:18]2[cH:19][cH:20][c:21]([CH2:24][CH2:25][O:26][S:27]([CH3:28])(=[O:29])=[O:30])[cH:22][cH:23]2)[c:5]([CH3:17])[c:6]1-[c:7]1[cH:8][c:9]([C:10](=[O:11])[O:12][CH3:13])[cH:14][cH:15][cH:16]1.[CH3:36][N:37]([CH3:38])[CH:39]=[O:40].[N-:32]=[N+:33]=[N-:34].[Na+:31].[OH2:35]>>[CH3:1][c:2]1[n:3][n:4](-[c:18]2[cH:19][cH:20][c:21]([CH2:24][CH2:25][N:32]=[N+:33]=[N-:34])[cH:22][cH:23]2)[c:5]([CH3:17])[c:6]1-[c:7]1[cH:8][c:9]([C:10](=[O:11])[O:12][CH3:13])[cH:14][cH:15][cH:16]1.